From a dataset of the Open Reaction Database (ORD), a public repository of structured organic reaction records. describe an organic reaction: reactants, conditions, products, and yield Starting materials: NC1=NC(=C(C(=N1)C=1OC=CC1)C=1C=CC(NC1)=O)C=1OC=CC1 (5-[2-amino-4,6-di(2-furyl)-5-pyrimidinyl]-1,2-dihydro-2-pyridinone), C(CCC)I (butyl iodide). Product: NC1=NC(=C(C(=N1)C=1OC=CC1)C=1C=CC(N(C1)CCCC)=O)C=1OC=CC1 (5-[2-Amino-4,6-di(2-furyl)-5-pyrimidinyl]-1-butyl-1,2-dihydro-2-pyridinone). Reaction SMILES: [NH2:1][C:2]1[N:7]=[C:6]([C:8]2[O:9][CH:10]=[CH:11][CH:12]=2)[C:5]([C:13]2[CH:14]=[CH:15][C:16](=[O:19])[NH:17][CH:18]=2)=[C:4]([C:20]2[O:21][CH:22]=[CH:23][CH:24]=2)[N:3]=1.[CH2:25](I)[CH2:26][CH2:27][CH3:28]>>[NH2:1][C:2]1[N:3]=[C:4]([C:20]2[O:21][CH:22]=[CH:23][CH:24]=2)[C:5]([C:13]2[CH:14]=[CH:15][C:16](=[O:19])[N:17]([CH2:25][CH2:26][CH2:27][CH3:28])[CH:18]=2)=[C:6]([C:8]2[O:9][CH:10]=[CH:11][CH:12]=2)[N:7]=1. Procedure: The title compound was synthesized in a similar manner to Example 66 using 5-[2-amino-4,6-di(2-furyl)-5-pyrimidinyl]-1,2-dihydro-2-pyridinone and butyl iodide. Reactants: C(=O)[C@H]1CC[C@@]2(C[C@H](CC[C@]12C)C1=CC=CC=C1)O ((1S,3aS,5S,7aR)-1-formyl-5-phenyl -7a-methylperhydroinden-3a-ol), Cl.Cl.NCCON (2-aminoethoxyamine dihydrochloride), C(=O)([O-])[O-].[Na+].[Na+] (Na2CO3), C(C)(=O)[O-].[Na+] (sodium acetate), Cl (HCl). The solvent is O1CCOCC1 (dioxane), O (water), O (water), O1CCOCC1 (dioxane). Yields the product NCCO\N=C\[C@H]1CC[C@@]2(C[C@H](CC[C@]12C)C1=CC=CC=C1)O ((1S,3aS,5S,7aR)-1-[(E)-2-Aminoethoxyimino]methyl-5-phenyl-7a-methylperhydroinden-3a-ol). Isolated yield 69.4%. RXN SMILES: Cl.Cl.[NH2:3][CH2:4][CH2:5][O:6][NH2:7].C([O-])(=O)C.[Na+].Cl.[CH:14]([C@@H:16]1[C@:24]2([CH3:25])[C@@:19]([OH:32])([CH2:20][C@@H:21]([C:26]3[CH:31]=[CH:30][CH:29]=[CH:28][CH:27]=3)[CH2:22][CH2:23]2)[CH2:18][CH2:17]1)=O.C([O-])([O-])=O.[Na+].[Na+]>O1CCOCC1.O>[NH2:3][CH2:4][CH2:5][O:6]/[N:7]=[CH:14]/[C@@H:16]1[C@:24]2([CH3:25])[C@@:19]([OH:32])([CH2:20][C@@H:21]([C:26]3[CH:27]=[CH:28][CH:29]=[CH:30][CH:31]=3)[CH2:22][CH2:23]2)[CH2:18][CH2:17]1 |f:0.1.2,3.4,7.8.9|. Reported procedure: To a solution of 6.30 g of 0.12 g of 2-aminoethoxyamine dihydrochloride, 0.28 g of sodium acetate in 2 ml of dioxane and 1 ml of water was made aid to pH 4.5 with 3N HCl. A solution of 0.20 g of (1S,3aS,5S,7aR)-1-formyl-5-phenyl -7a-methylperhydroinden-3a-ol in 1 ml of dioxane and 0.5 ml of water was added dropwise at room temperature. After 1 hr the solution was alkalinized with 10% aqueous Na2CO3 and extracted with ethyl acetate. The organic layer was dried over anhydrous sodium sulfate and ev... Starting materials: O (Water), ClC1=NC=2N3C(C(NC2C=N1)=O)COCC3 (2-chloro-6a,7,9,10-tetrahydro-[1,4]oxazino[3,4-h]pteridin-6(5H)-one), BrCC1CC1 ((bromomethyl)cyclopropane), CC(C)([O-])C.[Na+] (sodium tert-butoxide). Run in CS(=O)C (DMSO). Reaction conditions: time 15 minute. Product: ClC1=NC=2N3C(C(N(C2C=N1)CC1CC1)=O)COCC3 (2-chloro-5-(cyclopropylmethyl)-6a,7,9,10-tetrahydro-[1,4]oxazino[3,4-h]pteridin-6(5H)-one). Isolated yield 97.1%. Reaction SMILES: [Cl:1][C:2]1[N:11]=[CH:10][C:9]2[NH:8][C:7](=[O:12])[CH:6]3[CH2:13][O:14][CH2:15][CH2:16][N:5]3[C:4]=2[N:3]=1.[CH3:17][C:18]([CH3:21])([O-])[CH3:19].[Na+].BrCC1CC1.O>CS(C)=O>[Cl:1][C:2]1[N:11]=[CH:10][C:9]2[N:8]([CH2:17][CH:18]3[CH2:21][CH2:19]3)[C:7](=[O:12])[CH:6]3[CH2:13][O:14][CH2:15][CH2:16][N:5]3[C:4]=2[N:3]=1 |f:1.2|. Reported procedure: To a mixture of 2-chloro-6a,7,9,10-tetrahydro-[1,4]oxazino[3,4-h]pteridin-6(5H)-one (3 g, 12.47 mmol) in DMSO (10 mL) cooled in an ice water bath was added sodium tert-butoxide (1.32 g, 13.7 mmol). After 15 minutes stirring, the mixture was allowed to warm up to room temperature and stirred for 45 minutes. Then (bromomethyl)cyclopropane (1.27 mL, 13 mmol) was added dropwise in 12 minutes and the resulting mixture stirred at room temperature for 15 hours. Water was added and the resulting yellow ... Reactants: C(C)OC(C1=CC(=C(C=C1)N)C(CCNC(=O)OC(C)(C)C)=NOC(C)=O)=O (ethyl-4-amino-3-[3'-(N-tert-butyloxycarbonylamino)-1'-acetoxyiminopropyl]benzoate), N1=C(C=CC=C1C)C (2,6-lutidine). Run in C1(=CC(=CC=C1)C)C (m-xylene). The product is C(C)(C)(C)OC(=O)NCCC1=NNC2=CC=C(C=C12)C(=O)OCC (N-(tert-Butyloxycarbonyl)-2-(5-carboethoxy-1H-indazol-3-yl)ethylamine). Yield: 40.1%. Reaction SMILES: [CH2:1]([O:3][C:4](=[O:28])[C:5]1[CH:10]=[CH:9][C:8]([NH2:11])=[C:7]([C:12](=[N:23]OC(=O)C)[CH2:13][CH2:14][NH:15][C:16]([O:18][C:19]([CH3:22])([CH3:21])[CH3:20])=[O:17])[CH:6]=1)[CH3:2].N1C(C)=CC=CC=1C>C1(C)C=CC=C(C)C=1>[C:19]([O:18][C:16]([NH:15][CH2:14][CH2:13][C:12]1[C:7]2[C:8](=[CH:9][CH:10]=[C:5]([C:4]([O:3][CH2:1][CH3:2])=[O:28])[CH:6]=2)[NH:11][N:23]=1)=[O:17])([CH3:22])([CH3:21])[CH3:20]. Procedure details: A solution of ethyl-4-amino-3-[3'-(N-tert-butyloxycarbonylamino)-1'-acetoxyiminopropyl]benzoate (2.8 g, 7.1 mmol) and 2,6-lutidine (0.83 ml, 7.1 mmol) in m-xylene (200 ml), was heated at reflux in Dean-Stark apparatus for 5 hours. The solution was then cooled to ambient temperature and the solvent evaporated in vacuo. The crude residue was purified by flash chromatography (eluent 1:1 petrol:ethyl acetate) to give the indazole (0.95 g, 67%) as a colourless oil. NMR (250 MHz, CDCl3) δ 1.42 (12H, m... Reactants: C(C1=CC=CC=C1)ONC(CCCCCN1C(C2=CC=CC(=C2C1)C1=CC=C(C=C1)C(F)(F)F)=O)=O (N-(benzyloxy)-6-(1-oxo-4-(4-(trifluoromethyl)phenyl)isoindolin-2-yl)hexanamide), C(C1=CC=CC=C1)ONC(CCCCCN1C(C2=CC=CC(=C2C1)C1=C(C=C(C=C1)OC)OC)=O)=O (N-(benzyloxy)-6-(4-(2,4-dimethoxyphenyl)-1-oxoisoindolin-2-yl)hexanamide). Run at time 25 hour. Product: FC(C1=CC=C(C=C1)C1=C2CN(C(C2=CC=C1)=O)CCCCCC(=O)NO)(F)F (6-(4-(4-(trifluoromethyl)phenyl)-1-oxoisoindolin-2-yl)-N-hydroxyhexanamide). Yield: 90.0%. RXN SMILES: C([O:8][NH:9][C:10](=[O:36])[CH2:11][CH2:12][CH2:13][CH2:14][CH2:15][N:16]1[CH2:24][C:23]2[C:18](=[CH:19][CH:20]=[CH:21][C:22]=2[C:25]2[CH:30]=[CH:29][C:28]([C:31]([F:34])([F:33])[F:32])=[CH:27][CH:26]=2)[C:17]1=[O:35])C1C=CC=CC=1.C(ONC(=O)CCCCCN1CC2C(=CC=CC=2C2C=CC(OC)=CC=2OC)C1=O)C1C=CC=CC=1>>[F:33][C:31]([F:32])([F:34])[C:28]1[CH:27]=[CH:26][C:25]([C:22]2[CH:21]=[CH:20][CH:19]=[C:18]3[C:23]=2[CH2:24][N:16]([CH2:15][CH2:14][CH2:13][CH2:12][CH2:11][C:10]([NH:9][OH:8])=[O:36])[C:17]3=[O:35])=[CH:30][CH:29]=1. Reported procedure: The procedure of the Step 4 in Example 39 was repeated except that N-(benzyloxy)-6-(1-oxo-4-(4-(trifluoromethyl)phenyl)isoindolin-2-yl)hexanamide in the step 1 of Example 44 instead of N-(benzyloxy)-6-(4-(2,4-dimethoxyphenyl)-1-oxoisoindolin-2-yl)hexanamide, was used and the reaction was performed for 25 hrs, to obtain the title compound (90%). Reactants: NC1=NC(=NC=C1C(=O)C1=C(C(=CC=C1OC)F)F)NC1CCN(CC1)S(=O)(=O)CCCCl ([4-Amino-2-[1-(3-chloro-propane-1-sulfonyl)-piperidin-4-ylamino]-pyrimidin-5-yl]-(2,3-difluoro-6-methoxy-phenyl)-methanone), CN1CCNCC1 (1-methylpiperazine). The product is NC1=NC(=NC=C1C(=O)C1=C(C(=CC=C1OC)F)F)NC1CCN(CC1)S(=O)(=O)CCCN1CCN(CC1)C ((4-Amino-2-[1-[3-(4-methyl-piperazin-1-yl)-propan-1-sulfonyl]-piperidin-4-ylamino]-pyrimidin-5-yl)-(2,3-difluoro-6-methoxy-phenyl)-methanone). RXN SMILES: [NH2:1][C:2]1[C:7]([C:8]([C:10]2[C:15]([O:16][CH3:17])=[CH:14][CH:13]=[C:12]([F:18])[C:11]=2[F:19])=[O:9])=[CH:6][N:5]=[C:4]([NH:20][CH:21]2[CH2:26][CH2:25][N:24]([S:27]([CH2:30][CH2:31][CH2:32]Cl)(=[O:29])=[O:28])[CH2:23][CH2:22]2)[N:3]=1.[CH3:34][N:35]1[CH2:40][CH2:39][NH:38][CH2:37][CH2:36]1>>[NH2:1][C:2]1[C:7]([C:8]([C:10]2[C:15]([O:16][CH3:17])=[CH:14][CH:13]=[C:12]([F:18])[C:11]=2[F:19])=[O:9])=[CH:6][N:5]=[C:4]([NH:20][CH:21]2[CH2:26][CH2:25][N:24]([S:27]([CH2:30][CH2:31][CH2:32][N:38]3[CH2:39][CH2:40][N:35]([CH3:34])[CH2:36][CH2:37]3)(=[O:29])=[O:28])[CH2:23][CH2:22]2)[N:3]=1. Procedure: The compound was prepared from [4-amino-2-[1-(3-chloro-propane-1-sulfonyl)-piperidin-4-ylamino]-pyrimidin-5-yl]-(2,3-difluoro-6-methoxy-phenyl)-methanone (Example 226) and 1-methylpiperazine (Fluka) in an analogous manner as described in Example 227. HR-MS (ES, m/z) calculated for C25H36N7O4SF2 [(M+H)+] 568.2512, observed 568.2519. CDK4 IC50=0.001; CDK1 IC50=0.039; CDK2 IC50=0.017; HCT IC90=0.274 μM. Starting materials: FC(C1=CC=C(CC(C#N)C#N)C=C1)(F)F ((4-(trifluoromethyl)benzyl)malononitrile), compound ( 64 ), [H-].[Na+] (sodium hydride), BrCCF (1-bromo-2-fluoroethane). Run in CN(C=O)C (N,N-dimethylformamide). Yields the product FCCC(C#N)(C#N)CC1=CC=C(C=C1)C(F)(F)F (2-(2-fluoroethyl)-2-(4-(trifluoromethyl)benzyl)malononitrile). Yield: 43.4%. Reaction SMILES: [F:1][C:2]([F:16])([F:15])[C:3]1[CH:14]=[CH:13][C:6]([CH2:7][CH:8]([C:11]#[N:12])[C:9]#[N:10])=[CH:5][CH:4]=1.[H-].[Na+].Br[CH2:20][CH2:21][F:22]>CN(C)C=O>[F:22][CH2:21][CH2:20][C:8]([CH2:7][C:6]1[CH:5]=[CH:4][C:3]([C:2]([F:15])([F:16])[F:1])=[CH:14][CH:13]=1)([C:11]#[N:12])[C:9]#[N:10] |f:1.2|. Procedure details: Using 0.23 g of (4-(trifluoromethyl)benzyl)malononitrile, 3 ml of N,N-dimethylformamide, 0.05 g of sodium hydride (60% in oil), and 0.13 g of 1-bromo-2-fluoroethane, and according to the process described in the Production Example 1, there was obtained 0.12 g of 2-(2-fluoroethyl)-2-(4-(trifluoromethyl)benzyl)malononitrile (the present compound (64)). Starting materials: FC1=CC=C(C=C1)CC=O (4-fluorophenylacetaldehyde), Cl.O(C)N (methoxylamine hydrochloride), compound 3-A. The product is CON=CCC1=CC=C(C=C1)F (4-Fluorophenylacetaldehyde O-methyloxime). The yield is 43.0%. As a reaction SMILES: [F:1][C:2]1[CH:7]=[CH:6][C:5]([CH2:8][CH:9]=O)=[CH:4][CH:3]=1.Cl.[O:12]([NH2:14])[CH3:13]>>[CH3:13][O:12][N:14]=[CH:9][CH2:8][C:5]1[CH:4]=[CH:3][C:2]([F:1])=[CH:7][CH:6]=1 |f:1.2|. Procedure details: Reaction of 4-fluorophenylacetaldehyde with methoxylamine hydrochloride as described in the preparation of compound 3-A gave the title oxime ether as a clear oil (43% yield). 1HNMR indicated a 1:1 mixture of E- and Z-isomers. 1HNMR 400 MHz (CDCl3) δ (ppm): 3.51 (2H, d, J=6.7 Hz, CH2), 3.66 (2H, d, J=5.5 Hz, CH2), 3.88 (3H, s, OCH3), 3.96 (3H, s, OCH3), 6.79 (1H, t, J=5.5 Hz, CH), 7.03 (2H, m, aromatics), 7.19 (2H, m, aromatics), 7.45 (1H, t, J=6.7 Hz, CH). Starting materials: ClC(Cl)Cl, O=C(OO)c1cccc(Cl)c1, COc1ccc(Sc2cccc(Cl)c2)nn1, [Na+], [Na+], O, O=S([O-])([O-])=S. The product is COc1ccc(S(=O)(=O)c2cccc(Cl)c2)nn1. As a reaction SMILES: [CH:28]([Cl:29])([Cl:30])[Cl:31].[Cl:17][c:18]1[cH:19][cH:20][cH:21][c:22]([C:23]([O:24][OH:26])=[O:25])[cH:27]1.[Cl:1][c:2]1[cH:3][c:4]([S:8][c:9]2[n:10][n:11][c:12]([O:15][CH3:16])[cH:13][cH:14]2)[cH:5][cH:6][cH:7]1.[Na+:38].[Na+:39].[OH2:32].[S:33]([O-:34])([O-:35])(=[O:36])=[S:37]>>[Cl:1][c:2]1[cH:3][c:4]([S:8]([c:9]2[n:10][n:11][c:12]([O:15][CH3:16])[cH:13][cH:14]2)(=[O:25])=[O:32])[cH:5][cH:6][cH:7]1.